Dataset: the Open Reaction Database (ORD), a public repository of structured organic reaction records. Task: describe an organic reaction: reactants, conditions, products, and yield Starting materials: CNC, CCO, CO, Clc1ccc2c(n1)C(c1ccccc1Cl)=NCc1nncn1-2. Yields the product CN(C)c1ccc2c(n1)C(c1ccccc1Cl)=NCc1nncn1-2. RXN SMILES: [CH3:23][NH:24][CH3:25].[CH3:26][CH2:27][OH:28].[CH3:29][OH:30].[Cl:1][c:2]1[c:3]([C:8]2=[N:9][CH2:10][c:11]3[n:12]([cH:20][n:21][n:22]3)-[c:13]3[c:14]2[n:15][c:16]([Cl:19])[cH:17][cH:18]3)[cH:4][cH:5][cH:6][cH:7]1>>[Cl:1][c:2]1[c:3]([C:8]2=[N:9][CH2:10][c:11]3[n:12]([cH:20][n:21][n:22]3)-[c:13]3[c:14]2[n:15][c:16]([N:24]([CH3:23])[CH3:25])[cH:17][cH:18]3)[cH:4][cH:5][cH:6][cH:7]1. Reactants: COC(CNC1=NC2=C(C(=NC1)C1=NC=CC=C1)C=C(C=C2)Br)OC ([[7-bromo-5-(2-pyridyl)-3H-1,4-benzodiazepine-2-yl]amino]acetaldehyde dimethyl-acetal), S(O)(O)(=O)=O (sulfuric acid), [OH-].[Na+] (sodium hydroxide). Conditions: time 8 hour. Yields the product BrC=1C=CC2=C(C(=NCC=3N2C=CN3)C3=NC=CC=C3)C1 (8-bromo-6-(2-pyridyl)-4H-imidazo[1,2-a][1,4]benzodiazepine). Isolated yield 81.0%. Reaction SMILES: CO[CH:3](OC)[CH2:4][NH:5][C:6]1[CH2:12][N:11]=[C:10]([C:13]2[CH:18]=[CH:17][CH:16]=[CH:15][N:14]=2)[C:9]2[CH:19]=[C:20]([Br:23])[CH:21]=[CH:22][C:8]=2[N:7]=1.S(=O)(=O)(O)O.[OH-].[Na+]>>[Br:23][C:20]1[CH:21]=[CH:22][C:8]2[N:7]3[CH:3]=[CH:4][N:5]=[C:6]3[CH2:12][N:11]=[C:10]([C:13]3[CH:18]=[CH:17][CH:16]=[CH:15][N:14]=3)[C:9]=2[CH:19]=1 |f:2.3|. Procedure: A solution of 15 g. (37 mmol) of [[7-bromo-5-(2-pyridyl)-3H-1,4-benzodiazepine-2-yl]amino]acetaldehyde dimethyl-acetal in 50 ml. of concentrated sulfuric acid is allowed to stirat room temperature under nitrogen overnight, poured onto crushed ice and neutralized with an aqueous sodium hydroxide solution. The product is extracted with chloroform and the chloroform washed with brine, dried oversodium sulfate and concentrated to an oil in vacuo. On trituration, 10.2 g.(81%) of 8-bromo-6-(2-pyridyl)...